The task is: describe an organic reaction: reactants, conditions, products, and yield. This data is from the Open Reaction Database (ORD), a public repository of structured organic reaction records. The reactants are CCNC(=O)Nc1cc(-c2cncc(F)c2)c(-c2cncc(C(=O)OCC)c2)cn1, C1CCOC1, [Li+], [OH-]. Yields the product CCNC(=O)Nc1cc(-c2cncc(F)c2)c(-c2cncc(C(=O)O)c2)cn1. Reaction SMILES: [CH2:1]([CH3:2])[NH:3][C:4](=[O:5])[NH:6][c:7]1[cH:8][c:9](-[c:24]2[cH:25][n:26][cH:27][c:28]([F:30])[cH:29]2)[c:10](-[c:13]2[cH:14][n:15][cH:16][c:17]([C:19](=[O:20])[O:21][CH2:22][CH3:23])[cH:18]2)[cH:11][n:12]1.[CH2:33]1[O:34][CH2:35][CH2:36][CH2:37]1.[Li+:31].[OH-:32]>>[CH2:1]([CH3:2])[NH:3][C:4](=[O:5])[NH:6][c:7]1[cH:8][c:9](-[c:24]2[cH:25][n:26][cH:27][c:28]([F:30])[cH:29]2)[c:10](-[c:13]2[cH:14][n:15][cH:16][c:17]([C:19](=[O:20])[OH:21])[cH:18]2)[cH:11][n:12]1. Starting materials: C1(CCCCC1)N(C(NC=1SC(=CN1)C(=O)O)=O)C1CCCCC1 (2-(3,3-dicyclohexyl-ureido)-thiazole-5-carboxylic acid), C(C)OC(CC1=CC=C(C=C1)N)=O (4-aminophenylacetic acid ethylester). The product is C(C)OC(CC1=CC=C(C=C1)NC(=O)C1=CN=C(S1)NC(=O)N(C1CCCCC1)C1CCCCC1)=O ((4-{[2-(3,3-Dicyclohexyl-ureido)-thiazole-5-carbonyl]-amino}-phenyl)-acetic acid ethyl ester). RXN SMILES: [CH:1]1([N:7]([CH:19]2[CH2:24][CH2:23][CH2:22][CH2:21][CH2:20]2)[C:8](=[O:18])[NH:9][C:10]2[S:11][C:12]([C:15](O)=[O:16])=[CH:13][N:14]=2)[CH2:6][CH2:5][CH2:4][CH2:3][CH2:2]1.[CH2:25]([O:27][C:28](=[O:37])[CH2:29][C:30]1[CH:35]=[CH:34][C:33]([NH2:36])=[CH:32][CH:31]=1)[CH3:26]>>[CH2:25]([O:27][C:28](=[O:37])[CH2:29][C:30]1[CH:31]=[CH:32][C:33]([NH:36][C:15]([C:12]2[S:11][C:10]([NH:9][C:8]([N:7]([CH:1]3[CH2:6][CH2:5][CH2:4][CH2:3][CH2:2]3)[CH:19]3[CH2:20][CH2:21][CH2:22][CH2:23][CH2:24]3)=[O:18])=[N:14][CH:13]=2)=[O:16])=[CH:34][CH:35]=1)[CH3:26]. Procedure details: Prepared as described in general procedure (K) using 2-(3,3-dicyclohexyl-ureido)-thiazole-5-carboxylic acid and 4-aminophenylacetic acid ethylester. The reactants are COc1nn(-c2ccccc2CBr)c(=O)n(Cc2ccc(Cl)cc2)c1=O, N#C[K], CN(C)C=O. Product: COc1nn(-c2ccccc2CC#N)c(=O)n(Cc2ccc(Cl)cc2)c1=O. Reaction SMILES: [Cl:1][c:2]1[cH:3][cH:4][c:5]([CH2:6][n:7]2[c:8](=[O:24])[n:9](-[c:16]3[c:17]([CH2:22][Br:23])[cH:18][cH:19][cH:20][cH:21]3)[n:10][c:11]([O:14][CH3:15])[c:12]2=[O:13])[cH:25][cH:26]1.[K:27][C:28]#[N:29].[O:30]=[CH:31][N:32]([CH3:33])[CH3:34]>>[Cl:1][c:2]1[cH:3][cH:4][c:5]([CH2:6][n:7]2[c:8](=[O:24])[n:9](-[c:16]3[c:17]([CH2:22][C:28]#[N:29])[cH:18][cH:19][cH:20][cH:21]3)[n:10][c:11]([O:14][CH3:15])[c:12]2=[O:13])[cH:25][cH:26]1.